The task is: describe an organic reaction: reactants, conditions, products, and yield. This data is from the Open Reaction Database (ORD), a public repository of structured organic reaction records. The reactants are C (charcoal), FC1=C(C=CC(=C1)F)N1NC=2[C@@]3(CC[C@H](C2C1=O)C3(C)C)C ((4S,7R)-2-(2,4-difluoro-phenyl)-7,8,8-trimethyl-1,2,4,5,6,7-hexahydro-4,7-methano-indazol-3-one), FC1=C(C=CC(=C1)F)N1NC=2[C@@]3(CC[C@H](C2C1=O)C3(C)C)C ((4S,7R)-2-(2,4-difluoro-phenyl)-7,8,8-trimethyl-1,2,4,5,6,7-hexahydro-4,7-methano-indazol-3-one), ClC1=CC=C(CBr)C=C1 (4-chlorobenzyl bromide). The reagents and catalysts are [I-].C(CCC)[N+](CCCC)(CCCC)CCCC (tetrabutylammonium iodide). Run in C(C)O (ethanol), CN(C=O)C (dimethylformamide). Conditions: temperature 80 celsius. Product: ClC1=CC=C(CN2N(C(C=3[C@H]4CC[C@@](C23)(C4(C)C)C)=O)C4=C(C=C(C=C4)F)F)C=C1 ((4S,7R)-1-(4-chloro-benzyl)-2-(2,4-difluoro-phenyl)-7,8,8-trimethyl-1,2,4,5,6,7-hexahydro-4,7-methano-indazol-3-one). Yield: 47.6%. As a reaction SMILES: [F:1][C:2]1[CH:7]=[C:6]([F:8])[CH:5]=[CH:4][C:3]=1[N:9]1[C:17](=[O:18])[C:16]2[C@@H:15]3[C:19]([CH3:21])([CH3:20])[C@@:12]([CH3:22])([CH2:13][CH2:14]3)[C:11]=2[NH:10]1.[Cl:23][C:24]1[CH:31]=[CH:30][C:27]([CH2:28]Br)=[CH:26][CH:25]=1.C>[I-].C([N+](CCCC)(CCCC)CCCC)CCC.CN(C)C=O.C(O)C>[Cl:23][C:24]1[CH:31]=[CH:30][C:27]([CH2:28][N:10]2[C:11]3[C@@:12]4([CH3:22])[C:19]([CH3:21])([CH3:20])[C@H:15]([CH2:14][CH2:13]4)[C:16]=3[C:17](=[O:18])[N:9]2[C:3]2[CH:4]=[CH:5][C:6]([F:8])=[CH:7][C:2]=2[F:1])=[CH:26][CH:25]=1 |f:3.4|. Procedure: A mixture of (4S,7R)-2-(2,4-difluoro-phenyl)-7,8,8-trimethyl-1,2,4,5,6,7-hexahydro-4,7-methano-indazol-3-one (Intermediate 14; 150 mg, 0.49 mmol), tetrabutylammonium iodide (181 mg, 0.49 mmol) and 4-chlorobenzyl bromide (400 mg, 1.95 mmol) in dimethylformamide (3 mL) was heated at 80° C. for 4 days. The solvent was evaporated, dichloromethane (50 mL) was added and the solution was washed with water (2×20 mL), saturated aqueous sodium thiosulfate (20 mL), and brine (20 mL). The solution was dried...